From a dataset of the Open Reaction Database (ORD), a public repository of structured organic reaction records. describe an organic reaction: reactants, conditions, products, and yield Reactants: IC1=CC=C(C(=O)Cl)C=C1 (4-Iodobenzoyl chloride), N1CCCCC1 (piperidine), Cl (hydrochloric acid). Run in C(C)N(CC)CC (triethylamine). Conditions: time 1 hour. The product is IC1=CC=C(C(=O)N2CCCCC2)C=C1 (N-(4-Iodobenzoyl)piperidine). Isolated yield 78.9%. RXN SMILES: [I:1][C:2]1[CH:10]=[CH:9][C:5]([C:6](Cl)=[O:7])=[CH:4][CH:3]=1.[NH:11]1[CH2:16][CH2:15][CH2:14][CH2:13][CH2:12]1.Cl>C(N(CC)CC)C>[I:1][C:2]1[CH:10]=[CH:9][C:5]([C:6]([N:11]2[CH2:16][CH2:15][CH2:14][CH2:13][CH2:12]2)=[O:7])=[CH:4][CH:3]=1. Reported procedure: 4-Iodobenzoyl chloride (10.0 g) was added portionwise to piperidine (3.53 g) in triethylamine (40 ml) at 0° and the suspension was stirred at room temperature under nitrogen for 1 h. The reaction mixture was poured into 2N aqueous hydrochloric acid (200 ml) and extracted with EA (3×100 ml). The combined extracts were washed with water (100 ml), 8% aqueous sodium bicarbonate (100 ml) and water (10 ml), dried and concentrated. The resultant solid (10.25 g) was purified by FCC eluting with ER-H (1:...